Dataset: the Open Reaction Database (ORD), a public repository of structured organic reaction records. Task: describe an organic reaction: reactants, conditions, products, and yield RXN SMILES: [CH3:15][C:16](=[O:17])[OH:18].[Cl:1][c:2]1[c:3]([NH2:4])[cH:5][c:6]([O:9][CH3:10])[cH:7][cH:8]1.[K:11][O:12][C:13]#[N:14].[OH2:19]>>[Cl:1][c:2]1[c:3]([NH:4][C:13](=[O:12])[NH2:14])[cH:5][c:6]([O:9][CH3:10])[cH:7][cH:8]1. Reactants: CC(=O)O, COc1ccc(Cl)c(N)c1, N#CO[K], O. Yields the product COc1ccc(Cl)c(NC(N)=O)c1. Starting materials: O1C=NC=C1 (oxazole), BrC1=CC=C(C=C1)OC (4-bromoanisole). The product is COC1=CC=C(C=C1)C=1OC=CN1 (2-(4-Methoxy-phenyl)-oxazole). Isolated yield 8.5%. As a reaction SMILES: [O:1]1[CH:5]=[CH:4][N:3]=[CH:2]1.Br[C:7]1[CH:12]=[CH:11][C:10]([O:13][CH3:14])=[CH:9][CH:8]=1>>[CH3:14][O:13][C:10]1[CH:11]=[CH:12][C:7]([C:2]2[O:1][CH:5]=[CH:4][N:3]=2)=[CH:8][CH:9]=1. Reported procedure: The title compound (0.16 g, 33%) was prepared from oxazole (0.74 g, 10.7 mmol) and 4-bromoanisole (2.0 g, 10.7 mmol) using the procedure of Example 146, step 1; 1HNMR (400 MHz, CDCl3) δ 8.0 (d, J=9.2 Hz, 2H), 7.66 (d, J=1.2 Hz, 1H), 7.19 (d, J=0.8 Hz, 1H), 6.97 (d, J=8.8 Hz, 2H), 3.87 (s, 3H). Starting materials: FC(C(CC(C)(C)C1=C(C=C(C=C1)Cl)OC)(O)C=NC1=C2C=NC(=NC2=CC=C1)C)(F)F (1,1,1,-trifluoro-4-(4-chloro-2-methoxyphenyl)-2-[(2-methyl-quinazol-5-yl)iminomethyl]-4-methyl-pentan-2-ol), solution, B(Br)(Br)Br (boron tribromide), ClCCl (dichloromethane), ClCCl (dichloromethane), C(=O)(O)[O-].[Na+] (NaHCO3). Reaction conditions: time 1.5 hour. The product is ClC1=CC(=C(C(NC2=C3C=NC(=NC3=CC=C2)C)C(C(F)(F)F)(CC(=C)C)O)C=C1)OC ((rac.) 2-{4-Chloro-alpha-[(2-methylquinazolin-5-yl)amino]-2-methoxybenzyl}-1,1,1-trifluoro-4-methylpent-4-en-2-ol). Yield: 62.0%. Reaction SMILES: [F:1][C:2]([F:32])([F:31])[C:3]([CH:18]=[N:19][C:20]1[CH:29]=[CH:28][CH:27]=[C:26]2[C:21]=1[CH:22]=[N:23][C:24]([CH3:30])=[N:25]2)([OH:17])[CH2:4][C:5](C1C=CC(Cl)=CC=1OC)([CH3:7])[CH3:6].B(Br)(Br)Br.[C:37]([O-:40])(O)=O.[Na+].Cl[CH2:43][Cl:44]>>[Cl:44][C:43]1[CH:6]=[CH:5][C:4]([CH:18]([C:3]([OH:17])([CH2:4][C:5]([CH3:6])=[CH2:7])[C:2]([F:32])([F:31])[F:1])[NH:19][C:20]2[CH:29]=[CH:28][CH:27]=[C:26]3[C:21]=2[CH:22]=[N:23][C:24]([CH3:30])=[N:25]3)=[C:3]([O:40][CH3:37])[CH:2]=1 |f:2.3|. Reported procedure: 130 mg (0.28 mmol) of 1,1,1,-trifluoro-4-(4-chloro-2-methoxyphenyl)-2-[(2-methyl-quinazol-5-yl)iminomethyl]-4-methyl-pentan-2-ol is introduced into 5 ml of dichloromethane, and 5.6 ml of a 1 M solution of boron tribromide in dichloromethane is added in drops at −70° C. It is allowed to reach −10° C. within 1.5 hours, then 5 ml of a saturated NaHCO3 solution is added, the phases are separated, the aqueous phase is extracted with dichloromethane, the combined organic phases are washed with saturat... The reactants are COC=1C(=C(C2=C(CCCCC2=O)C1)Cl)Cl (2-methoxy-3,4-dichloro-6,7,8,9-tetrahydro- 5H-benzocyclohepten-5-one), COC=1C(=C(C2=C(CCCC(C2=O)CC)C1)Cl)Cl (2-methoxy-3,4-dichloro-6-ethyl-6,7,8,9-tetrahydro- 5H-benzocyclohepten-5-one). Product: OC=1C(=C(C2=C(CCCC(C2=O)CC)C1)Cl)Cl (2-hydroxy- 3,4-dichloro-6-ethyl-6,7,8,9-tetrahydro-5H-benzocyclohepten- 5-one). RXN SMILES: COC1C(Cl)=C(Cl)C2C(=O)CCCCC=2C=1.C[O:18][C:19]1[C:20]([Cl:34])=[C:21]([Cl:33])[C:22]2[C:28](=[O:29])[CH:27]([CH2:30][CH3:31])[CH2:26][CH2:25][CH2:24][C:23]=2[CH:32]=1>>[OH:18][C:19]1[C:20]([Cl:34])=[C:21]([Cl:33])[C:22]2[C:28](=[O:29])[CH:27]([CH2:30][CH3:31])[CH2:26][CH2:25][CH2:24][C:23]=2[CH:32]=1. Procedure: By the process of Example VI, Step 2, but substituting for the 2-methoxy-3,4-dichloro-6,7,8,9-tetrahydro- 5H-benzocyclohepten-5-one used therein an equivalent amount of 2-methoxy-3,4-dichloro-6-ethyl-6,7,8,9-tetrahydro- 5H-benzocyclohepten-5-one and conducting the reaction as described in Example VI, Step 2, there is obtained 2-hydroxy- 3,4-dichloro-6-ethyl-6,7,8,9-tetrahydro-5H-benzocyclohepten- 5-one. The reactants are C(C(C)(C)C)(=O)OC[C@H](C1=C(C2=C(N=C(S2)C=2C(N(C=CC2)C=2C=C3C=NN(C3=CC2)C)=O)C=C1C)C1=CC=C(C=C1)Cl)OC(C)(C)C ((S)-2-tert-butoxy-2-(7-(4-chlorophenyl)-5-methyl-2-(1-(1-methyl-1H-indazol-5-yl)-2-oxo-1,2-dihydropyridin-3-yl)benzo[d]thiazol-6-yl)ethyl pivalate), [OH-].[Na+] (NaOH). The solvent is C1CCOC1 (THF), CO (methanol), CCOC(=O)C (EtOAc). Run at temperature 50 celsius, time 4 hour. The product is C(C)(C)(C)O[C@H](CO)C1=C(C2=C(N=C(S2)C=2C(N(C=CC2)C=2C=C3C=NN(C3=CC2)C)=O)C=C1C)C1=CC=C(C=C1)Cl ((S)-3-(6-(1-tert-butoxy-2-hydroxyethyl)-7-(4-chlorophenyl)-5-methylbenzo[d]thiazol-2-yl)-1-(1-methyl-1H-indazol-5-yl)pyridin-2(1H)-one). As a reaction SMILES: C([O:7][CH2:8][C@@H:9]([O:44][C:45]([CH3:48])([CH3:47])[CH3:46])[C:10]1[C:35]([CH3:36])=[CH:34][C:13]2[N:14]=[C:15]([C:17]3[C:18](=[O:33])[N:19]([C:23]4[CH:24]=[C:25]5[C:29](=[CH:30][CH:31]=4)[N:28]([CH3:32])[N:27]=[CH:26]5)[CH:20]=[CH:21][CH:22]=3)[S:16][C:12]=2[C:11]=1[C:37]1[CH:42]=[CH:41][C:40]([Cl:43])=[CH:39][CH:38]=1)(=O)C(C)(C)C.[OH-].[Na+]>C1COCC1.CO.CCOC(C)=O>[C:45]([O:44][C@@H:9]([C:10]1[C:35]([CH3:36])=[CH:34][C:13]2[N:14]=[C:15]([C:17]3[C:18](=[O:33])[N:19]([C:23]4[CH:24]=[C:25]5[C:29](=[CH:30][CH:31]=4)[N:28]([CH3:32])[N:27]=[CH:26]5)[CH:20]=[CH:21][CH:22]=3)[S:16][C:12]=2[C:11]=1[C:37]1[CH:38]=[CH:39][C:40]([Cl:43])=[CH:41][CH:42]=1)[CH2:8][OH:7])([CH3:48])([CH3:46])[CH3:47] |f:1.2|. Procedure details: To a stirred solution of (S)-2-tert-butoxy-2-(7-(4-chlorophenyl)-5-methyl-2-(1-(1-methyl-1H-indazol-5-yl)-2-oxo-1,2-dihydropyridin-3-yl)benzo[d]thiazol-6-yl)ethyl pivalate (15.0 mg, 0.022 mmol) in THF (1.0 mL) and methanol (0.6 mL) was added 1N NaOH solution (0.4 mL, excess). The reaction mixture was stirred at 50° C. for 4 h. The reaction mixture was diluted with EtOAc, extracted with H2O, brine, dried over Na2SO4, filtered and concentrated and purified by flash column chromatography (silica ge... The reactants are C1(CCCCC1)CC1=CC=CC=C1 (cyclohexylmethylbenzene), C(C)(=O)OC(C)=O (acetic anhydride), 39D, CC(=O)CC(=O)O (diacetate). Run in N1=CC=CC=C1 (pyridine). The product is C1(CCCCC1)CC=1[C@H]([C@H](C=CC1)OC(C)=O)OC(C)=O ((2R,3S)-1-(Cyclohexylmethyl)-2,3-diacetoxycyclohexa-4,6-diene). RXN SMILES: [CH:1]1([CH2:7][C:8]2[CH:13]=[CH:12][CH:11]=[CH:10][CH:9]=2)[CH2:6][CH2:5][CH2:4][CH2:3][CH2:2]1.CC([CH2:17][C:18]([OH:20])=[O:19])=O.[C:21]([O:24]C(=O)C)(=[O:23])[CH3:22]>N1C=CC=CC=1>[CH:8]1([CH2:7][C:1]2[C@@H:2]([O:20][C:18](=[O:19])[CH3:17])[C@@H:3]([O:24][C:21](=[O:23])[CH3:22])[CH:4]=[CH:5][CH:6]=2)[CH2:9][CH2:10][CH2:11][CH2:12][CH2:13]1. Procedure details: The title compound is prepared by the microbial oxidation of cyclohexylmethylbenzene (W. Korte et al. J. Org. Chem. 39, 1168-70 (1974)) by Pseudomonas putida 39D using the method of T. Hudlicky et al. J. Am. Chem. Soc. 110, 4735-41 (1988) and D. Gibson et al. Biochemistry, 9, 1626-30 (1970) followed by protection as the diacetate using acetic anhydride in pyridine. Procedure: 14.94 g of 4,4,5,5,6,6,7,7,7-nonafluoro-2-iodo-2-heptene-1-ol was dissolved in 150 ml of ethanol, and 70 ml of water, 5.17 g of hydroxylamine hydrochloride and 25.67 g of potassium carbonate were then added. The mixture was stirred and heated under reflux for 24 hours. The reaction mixture was concentrated under reduced pressure. After water was added, the residue was extracted with ethyl acetate. The organic layer was washed with water, dried over anhydrous magnesium sulfate, filtered and then ... Reactants: O (water), Cl.NO (hydroxylamine hydrochloride), C([O-])([O-])=O.[K+].[K+] (potassium carbonate), FC(C=C(CO)I)(C(C(C(F)(F)F)(F)F)(F)F)F (4,4,5,5,6,6,7,7,7-nonafluoro-2-iodo-2-heptene-1-ol). As a reaction SMILES: F[C:2](F)([C:8]([F:17])([F:16])[C:9]([F:15])([F:14])[C:10]([F:13])([F:12])[F:11])[CH:3]=[C:4](I)[CH2:5][OH:6].[OH2:19].Cl.[NH2:21]O.C(=O)([O-])[O-].[K+].[K+]>C(O)C>[F:14][C:9]([F:15])([C:10]([F:13])([F:12])[F:11])[C:8]([F:17])([F:16])[C:2]1[O:19][N:21]=[C:4]([CH2:5][OH:6])[CH:3]=1 |f:2.3,4.5.6|. Solvent: C(C)O (ethanol). The product is FC(C(C1=CC(=NO1)CO)(F)F)(C(F)(F)F)F ((5-heptafluoropropyl-isoxazol-3-yl)methanol). Reactants: [BH4-], CC1(C)CNc2cc(Br)ccc21, O=C1CCN(CCc2ccc(F)cc2)CC1, [Na+]. Product: CC1(C)CN(C2CCN(CCc3ccc(F)cc3)CC2)c2cc(Br)ccc21. As a reaction SMILES: [BH4-:29].[CH3:1][C:2]1([CH3:12])[CH2:3][NH:4][c:5]2[cH:6][c:7]([Br:11])[cH:8][cH:9][c:10]21.[F:13][c:14]1[cH:15][cH:16][c:17]([CH2:20][CH2:21][N:22]2[CH2:23][CH2:24][C:25](=[O:28])[CH2:26][CH2:27]2)[cH:18][cH:19]1.[Na+:30]>>[CH3:1][C:2]1([CH3:12])[CH2:3][N:4]([CH:25]2[CH2:24][CH2:23][N:22]([CH2:21][CH2:20][c:17]3[cH:16][cH:15][c:14]([F:13])[cH:19][cH:18]3)[CH2:27][CH2:26]2)[c:5]2[cH:6][c:7]([Br:11])[cH:8][cH:9][c:10]21. Starting materials: C(#N)C(=C(C#N)C#N)C#N (tetracyanoethylene), C(CCC)N(C1=CC(=C(C=C1)C=CC=1SC=CC1)OC)CCCC (dibutyl[3-methoxy-4-[2-(thiophene-2-yl)vinyl]phenyl]amine). The solvent is CN(C=O)C (N,N-dimethylformamide), CN(C=O)C (N,N-dimethylformamide). Conditions: temperature 50 celsius. Product: C(#N)C(C#N)=C(C#N)C=1SC(=CC1)C=CC1=C(C=C(C=C1)N(CCCC)CCCC)OC (2-cyano-3-[5-[2-(4-dibutylamino-2-methoxyphenyl)vinyl]thiophene-2-yl]-2-butenedinitrile). Yield: 41.8%. As a reaction SMILES: [C:1]([C:3]([C:9]#[N:10])=[C:4]([C:7]#[N:8])[C:5]#[N:6])#N.[CH2:11]([N:15]([CH2:31][CH2:32][CH2:33][CH3:34])[C:16]1[CH:21]=[CH:20][C:19]([CH:22]=[CH:23][C:24]2[S:25]C=[CH:27][CH:28]=2)=[C:18]([O:29][CH3:30])[CH:17]=1)[CH2:12][CH2:13][CH3:14]>CN(C)C=O>[C:5]([C:4](=[C:3]([C:1]1[S:25][C:24]([CH:23]=[CH:22][C:19]2[CH:20]=[CH:21][C:16]([N:15]([CH2:31][CH2:32][CH2:33][CH3:34])[CH2:11][CH2:12][CH2:13][CH3:14])=[CH:17][C:18]=2[O:29][CH3:30])=[CH:28][CH:27]=1)[C:9]#[N:10])[C:7]#[N:8])#[N:6]. Procedure: In 7 ml of N,N-dimethylformamide, 235 mg (1.83 mmol) of tetracyanoethylene was dissolved. With stirring under ice cooling, 600 mg (1.75 mmol) of dibutyl[3-methoxy-4-[2-(thiophene-2-yl)vinyl]phenyl]amine was dissolved in 2 ml of N,N-dimethylformamide and added dropwise. The mixture was stirred for 1.5 hours. After the ice bath was removed, the mixture was stirred at room temperature for 1 hour and further stirred with heating at 50° C. overnight. After the reaction mixture was poured into 80 ml o... Reactants: [Mg] (magnesium), BrC1=CC(=CC(=C1)F)Cl (1-bromo-3-chloro-5-fluoro-benzene), Mg, Grignard reagent, CON(C(=O)[C@H]1CN(CCC1)C(=O)OC(C)(C)C)C ((R)-tert-butyl 3-(methoxy(methyl)carbamoyl)piperidine-1-carboxylate). Run in C1CCOC1 (THF), C1CCOC1 (THF). Reaction conditions: time 1.5 hour. Product: ClC=1C=C(C(=O)[C@H]2CN(CCC2)C(=O)OC(C)(C)C)C=C(C1)F ((R)-tert-butyl 3-(3-chloro-5-fluorobenzoyl)piperidine-1-carboxylate). The yield is 97.5%. Reaction SMILES: Br[C:2]1[CH:7]=[C:6]([F:8])[CH:5]=[C:4]([Cl:9])[CH:3]=1.[Mg].CON(C)[C:14]([C@@H:16]1[CH2:21][CH2:20][CH2:19][N:18]([C:22]([O:24][C:25]([CH3:28])([CH3:27])[CH3:26])=[O:23])[CH2:17]1)=[O:15]>C1COCC1>[Cl:9][C:4]1[CH:3]=[C:2]([CH:7]=[C:6]([F:8])[CH:5]=1)[C:14]([C@@H:16]1[CH2:21][CH2:20][CH2:19][N:18]([C:22]([O:24][C:25]([CH3:28])([CH3:27])[CH3:26])=[O:23])[CH2:17]1)=[O:15]. Reported procedure: A solution of 1-bromo-3-chloro-5-fluoro-benzene (31.5 g, 0.15 mol) in anhydrous THF (120 mL) was added dropwise to the Mg (5.4 g, 0.22 mol) at rt under nitrogen. The mixture was stirred at 50-60° C. for 1 hr until most of the magnesium was consumed. The resulting Grignard reagent was used for the next step. The Grignard reagent was added dropwise to a solution of (R)-tert-butyl 3-(methoxy(methyl)carbamoyl)piperidine-1-carboxylate (20.4 g, 0.075 mol) in anhydrous THF (200 mL) at −78° C. under nit...